From a dataset of the Open Reaction Database (ORD), a public repository of structured organic reaction records. describe an organic reaction: reactants, conditions, products, and yield The reactants are CCCCCCN1C(=O)C2C(C1=O)C2(CC(F)(F)F)c1cccc([N+](=O)[O-])c1, CCO, [Ca+2], [Cl-], [Cl-], [Fe], O. Yields the product CCCCCCN1C(=O)C2C(C1=O)C2(CC(F)(F)F)c1cccc(N)c1. As a reaction SMILES: [CH2:1]([CH2:2][CH2:3][CH2:4][CH2:5][CH3:6])[N:7]1[C:8](=[O:28])[CH:9]2[C:10]([CH2:14][C:15]([F:16])([F:17])[F:18])([c:19]3[cH:20][c:21]([N+:25]([O-:26])=[O:27])[cH:22][cH:23][cH:24]3)[CH:11]2[C:12]1=[O:13].[CH3:32][CH2:33][OH:34].[Ca+2:31].[Cl-:29].[Cl-:30].[Fe:36].[OH2:35]>>[CH2:1]([CH2:2][CH2:3][CH2:4][CH2:5][CH3:6])[N:7]1[C:8](=[O:28])[CH:9]2[C:10]([CH2:14][C:15]([F:16])([F:17])[F:18])([c:19]3[cH:20][c:21]([NH2:25])[cH:22][cH:23][cH:24]3)[CH:11]2[C:12]1=[O:13]. The reactants are CN(C)C1CCN(Cc2ccc([N+](=O)[O-])cc2C(F)(F)F)C1, CCO. Product: CN(C)C1CCN(Cc2ccc(N)cc2C(F)(F)F)C1. Reaction SMILES: [CH3:1][N:2]([CH:3]1[CH2:4][N:5]([CH2:8][c:9]2[c:10]([C:18]([F:19])([F:20])[F:21])[cH:11][c:12]([N+:15]([O-:16])=[O:17])[cH:13][cH:14]2)[CH2:6][CH2:7]1)[CH3:22].[CH3:23][CH2:24][OH:25]>>[CH3:1][N:2]([CH:3]1[CH2:4][N:5]([CH2:8][c:9]2[c:10]([C:18]([F:19])([F:20])[F:21])[cH:11][c:12]([NH2:15])[cH:13][cH:14]2)[CH2:6][CH2:7]1)[CH3:22]. Starting materials: Cc1ccccc1, O=C(O)Cc1ccc(Cl)cc1, O=S(Cl)Cl. The product is O=C(Cl)Cc1ccc(Cl)cc1. RXN SMILES: [CH3:16][c:17]1[cH:18][cH:19][cH:20][cH:21][cH:22]1.[OH:1][C:2](=[O:3])[CH2:4][c:5]1[cH:6][cH:7][c:8]([Cl:9])[cH:10][cH:11]1.[S:12]([Cl:13])([Cl:14])=[O:15]>>[O:1]=[C:2]([CH2:4][c:5]1[cH:6][cH:7][c:8]([Cl:9])[cH:10][cH:11]1)[Cl:14]. The reactants are [BH4-], CC(C)(C)OC(=O)NCC1CCN(CCCCN)C1, CCO, O=Cc1ccccc1, [Na+], O. Product: CC(C)(C)OC(=O)NCC1CCN(CCCCNCc2ccccc2)C1. As a reaction SMILES: [BH4-:28].[C:1]([CH3:2])([CH3:3])([CH3:4])[O:5][C:6](=[O:7])[NH:8][CH2:9][CH:10]1[CH2:11][N:12]([CH2:15][CH2:16][CH2:17][CH2:18][NH2:19])[CH2:13][CH2:14]1.[CH3:31][CH2:32][OH:33].[CH:20](=[O:21])[c:22]1[cH:23][cH:24][cH:25][cH:26][cH:27]1.[Na+:29].[OH2:30]>>[C:1]([CH3:2])([CH3:3])([CH3:4])[O:5][C:6](=[O:7])[NH:8][CH2:9][CH:10]1[CH2:11][N:12]([CH2:15][CH2:16][CH2:17][CH2:18][NH:19][CH2:20][c:22]2[cH:23][cH:24][cH:25][cH:26][cH:27]2)[CH2:13][CH2:14]1. Conditions: time 8 hour. The reactants are ClC1=C(C=C(C(=C1)C=CN(C)C)Cl)[N+](=O)[O-] (2,5-Dichloro-4-(2-dimethylaminoethenyl)-nitrobenzene), C(C)(C)O (isopropanol), S1N=C(C2=C1C=CC=C2)N2CCNCC2 (4-(1,2-benzisothiazol-3-yl)-piperazine). Reported procedure: 2,5-Dichloro-4-(2-dimethylaminoethenyl)-nitrobenzene (15 g, 0.057 mol) and 4-(1,2-benzisothiazol-3-yl)-piperazine (18.9 g, 0.086 mol) were combined in acetic acid (150 ml) and stirred overnight at room temperature under a nitrogen atmosphere. The slurry was poured slowly into a mixture of hexanes (300 ml) and isopropanol (300 ml) with stirring. The product was isolated by filtration as a brick red solid and washed with hexanes. The yield was 23.4 g, 93%; mp 194°-5° C. NMR (CDCl3) δ 8.05 (s, 1), ... Yields the product ClC1=C(C=C(C(=C1)C=CN1CCN(CC1)C1=NSC2=C1C=CC=C2)Cl)[N+](=O)[O-] (2,5-Dichloro-4-(2-[4-(1,2-benzisothiazol-3-yl)-1-piperazinyl]ethenyl)-nitrobenzene). As a reaction SMILES: [Cl:1][C:2]1[CH:7]=[C:6]([CH:8]=[CH:9][N:10]([CH3:12])[CH3:11])[C:5]([Cl:13])=[CH:4][C:3]=1[N+:14]([O-:16])=[O:15].[S:17]1[C:21]2[CH:22]=[CH:23][CH:24]=[CH:25][C:20]=2[C:19]([N:26]2[CH2:31]CNC[CH2:27]2)=[N:18]1.C(O)(C)C>C(O)(=O)C>[Cl:1][C:2]1[CH:7]=[C:6]([CH:8]=[CH:9][N:10]2[CH2:12][CH2:27][N:26]([C:19]3[C:20]4[CH:25]=[CH:24][CH:23]=[CH:22][C:21]=4[S:17][N:18]=3)[CH2:31][CH2:11]2)[C:5]([Cl:13])=[CH:4][C:3]=1[N+:14]([O-:16])=[O:15]. Solvent: C(C)(=O)O (acetic acid), hexanes. The reactants are [I-] (iodide), OC1=C(C(=CC(=C1)C(CCCCCC)(C)C)O)C1C=C(C2C(C1C2)(C)C)C(=O)O (4-[2,6-dihydroxy-4-(1,1-dimethylheptyl)phenyl]-6,6-dimethylbicyclo[3.1.1]hept-2-ene-2-carboxylic acid), C([O-])([O-])=O.[K+].[K+] (potassium carbonate), CC(=O)C (acetone), ClCC(C)=O (chloroacetone). Reaction conditions: time 3 hour. Yields the product C(C)(=O)COC1=C(C(=CC(=C1)C(CCCCCC)(C)C)OCC(C)=O)C1C=C(C2C(C1C2)(C)C)C(=O)O (4-[2,6-diacetylmethyloxy-4-(1,1-dimethylheptyl)phenyl]-6,6-dimethylbicyclo[3.1.1]hept-2-ene-2-carboxylic acid). Yield: 67.0%. Reaction SMILES: [OH:1][C:2]1[CH:7]=[C:6]([C:8]([CH3:16])([CH3:15])[CH2:9][CH2:10][CH2:11][CH2:12][CH2:13][CH3:14])[CH:5]=[C:4]([OH:17])[C:3]=1[CH:18]1[CH:23]2[CH2:24][CH:21]([C:22]2([CH3:26])[CH3:25])[C:20]([C:27]([OH:29])=[O:28])=[CH:19]1.C(=O)([O-])[O-].[K+].[K+].Cl[CH2:37][C:38](=[O:40])[CH3:39].[I-].[CH3:42][C:43]([CH3:45])=[O:44]>>[C:38]([CH2:39][O:1][C:2]1[CH:7]=[C:6]([C:8]([CH3:15])([CH3:16])[CH2:9][CH2:10][CH2:11][CH2:12][CH2:13][CH3:14])[CH:5]=[C:4]([O:17][CH2:42][C:43](=[O:44])[CH3:45])[C:3]=1[CH:18]1[CH:23]2[CH2:24][CH:21]([C:22]2([CH3:26])[CH3:25])[C:20]([C:27]([OH:29])=[O:28])=[CH:19]1)(=[O:40])[CH3:37] |f:1.2.3|. Procedure details: To a suspension of compound XII (0.109 g, 0.25 mmol) and potassium carbonate (0.138 g, 1 mmol) in anhydrous acetone (4 mL) was added chloroacetone (60 microliters, 0.75 mmol). The reaction mixture was stirred at reflux and a catalytic amount of potasssium iodide was added. After 3 hours, the solids were removed by filtration and washed with dichloromethane. The dichloromethane solvent was combined with the acetone filtrate and the combined solvents removed by evaporation. The resulting residue w... The reactants are NC(=S)N (thiourea), ice, C1CC(=O)N(C1=O)Br (NBS), 2,3-dihyofuran. The solvent is O (water). Run at temperature 0 celsius, time 1 hour. Yields the product NC=1SC(=CN1)CCO (2-(2-amino-thiazol-5-yl)-ethanol). The yield is 117.5%. RXN SMILES: [CH2:1]1[C:6](=O)[N:5](Br)[C:3](=[O:4])[CH2:2]1.[NH2:9][C:10](N)=[S:11]>O>[NH2:9][C:10]1[S:11][C:1]([CH2:2][CH2:3][OH:4])=[CH:6][N:5]=1. Procedure details: To an ice cold suspension of NBS (1.182 g, 6.72 mmol) in water (8 mL) was added 2,3-dihyofuran (0.75 mL, 9.92 mmol) slowly. The resulting solution was stirred at 0° C. for 1 h, followed by addition of thiourea (0.505 g, 6.63 mmol). The mixture was heated under reflux under nitrogen atmosphere overnight to form a yellow clear solution. The mixture was extracted with EtOAc (3×5 mL) and the aqueous solution was treated with ammonium hydroxide to pH 12. The solution was extracted with CH2Cl2 (2×5 mL... Reactants: C(C)OCC (ethyl ether), O([Si](C)(C)C(C)(C)C)CCCCCCCCCCCCC=1C=C(OC1)[Si](C)(C)C (4-(12-t-butyldimethylsiloxydodecyl)-2-trimethylsilylfuran), N1=CC=CC=C1 (pyridine), C([O-])(O)=O.[Na+] (sodium bicarbonate). The solvent is O (water), C(C)(=O)OC(C)=O (acetic anhydride). Yields the product C(C)(=O)OC(CCCCCCCCCCCO[Si](C)(C)C(C)(C)C)C=1C=C(OC1)[Si](C)(C)C (4-(1-Acetoxy-12-t-butyldimethylsilyloxydodecyl)-2-trimethylsilylfuran). Reaction SMILES: [O:1]([CH2:9][CH2:10][CH2:11][CH2:12][CH2:13][CH2:14][CH2:15][CH2:16][CH2:17][CH2:18][CH2:19][CH2:20][C:21]1[CH:22]=[C:23]([Si:26]([CH3:29])([CH3:28])[CH3:27])[O:24][CH:25]=1)[Si:2]([C:5]([CH3:8])([CH3:7])[CH3:6])([CH3:4])[CH3:3].N1C=CC=C[CH:31]=1.[C:36](=[O:39])(O)[O-:37].[Na+].C(OCC)C>C(OC(=O)C)(=O)C.O>[C:36]([O:37][CH:20]([C:21]1[CH:22]=[C:23]([Si:26]([CH3:27])([CH3:28])[CH3:29])[O:24][CH:25]=1)[CH2:19][CH2:18][CH2:17][CH2:16][CH2:15][CH2:14][CH2:13][CH2:12][CH2:11][CH2:10][CH2:9][O:1][Si:2]([C:5]([CH3:8])([CH3:7])[CH3:6])([CH3:3])[CH3:4])(=[O:39])[CH3:31] |f:2.3|. Procedure details: A solution of 4-(12-t-butyldimethylsiloxydodecyl)-2-trimethylsilylfuran (0.46 g, 1.0 mmol) and pyridine (0.3 ml) in acetic anhydride (4 ml) was stirred at 0° under nitrogen for 1/2 hour, then 3.5 hours at room temperature. Approximately 1 ml saturated sodium bicarbonate solution was added to the reaction mixture, which was subsequently poured into ethyl ether and water. The organic portion was washed successively three times with water, once with saturated sodium bicarbonate solution, once with ... The reactants are CS(=O)(=O)Nc1ccc(C(=O)Cl)cc1, CC1(C)CCCC(C)(C)N1CCN, C1CCOC1. Product: CC1(C)CCCC(C)(C)N1CCNC(=O)c1ccc(NS(C)(=O)=O)cc1, Cl. RXN SMILES: [CH3:1][S:2](=[O:3])(=[O:4])[NH:5][c:6]1[cH:7][cH:8][c:9]([C:10](=[O:11])[Cl:12])[cH:13][cH:14]1.[NH2:15][CH2:16][CH2:17][N:18]1[C:19]([CH3:26])([CH3:27])[CH2:20][CH2:21][CH2:22][C:23]1([CH3:24])[CH3:25].[O:28]1[CH2:29][CH2:30][CH2:31][CH2:32]1>>[CH3:1][S:2](=[O:3])(=[O:4])[NH:5][c:6]1[cH:7][cH:8][c:9]([C:10](=[O:11])[NH:15][CH2:16][CH2:17][N:18]2[C:19]([CH3:26])([CH3:27])[CH2:20][CH2:21][CH2:22][C:23]2([CH3:24])[CH3:25])[cH:13][cH:14]1.[ClH:12]. Reactants: FC(C1=C(C=CC=C1)NC(C(C)C)=O)(F)F (N-(2-trifluoromethylphenyl)-2-methyl-propanamide), P(Cl)(Cl)(Cl)(Cl)Cl (phosphorus pentachloride). The solvent is C1(=CC=CC=C1)C (toluene), C1(=CC=CC=C1)C (toluene). Product: FC(C1=C(C=CC=C1)N=C(C(C)C)Cl)(F)F (N-(2-trifluoromethylphenyl)-2-methyl-propanimidoyl chloride). Yield: 99.3%. As a reaction SMILES: [F:1][C:2]([F:16])([F:15])[C:3]1[CH:8]=[CH:7][CH:6]=[CH:5][C:4]=1[NH:9][C:10](=O)[CH:11]([CH3:13])[CH3:12].P(Cl)(Cl)(Cl)(Cl)[Cl:18]>C1(C)C=CC=CC=1>[F:1][C:2]([F:16])([F:15])[C:3]1[CH:8]=[CH:7][CH:6]=[CH:5][C:4]=1[N:9]=[C:10]([Cl:18])[CH:11]([CH3:13])[CH3:12]. Reported procedure: A solution of 11.56 g of the product of Step A in 200 ml of toluene was added over 15 minutes to a suspension of 11.45 g of phosphorus pentachloride in 25 ml of toluene and after gas evolution ceased, the mixture was refluxed for 11/2 hours and was evaporated to dryness to obtain 12.4 g of N-(2-trifluoromethylphenyl)-2-methyl-propanimidoyl chloride as a yellow oil which was used as is for the next step.